Dataset: the Open Reaction Database (ORD), a public repository of structured organic reaction records. Task: describe an organic reaction: reactants, conditions, products, and yield Reactants: C(C1=CC=CC=C1)C1=C(N=NC(=C1)C1=CC=CC=C1)NN (4-benzyl-3-hydrazino-6-phenyl-pyridazine), C(CC(=O)OCC)(=O)OCC (diethyl malonate). The product is C(C1=CC=CC=C1)C=1C=2N(N=C(C1)C1=CC=CC=C1)C(=NN2)CC(=O)OCC (ethyl 8-benzyl-6-phenyl-s-triazolo[4,3-b]pyridazine-3-acetate). As a reaction SMILES: [CH2:1]([C:8]1[CH:13]=[C:12]([C:14]2[CH:19]=[CH:18][CH:17]=[CH:16][CH:15]=2)[N:11]=[N:10][C:9]=1[NH:20][NH2:21])[C:2]1[CH:7]=[CH:6][CH:5]=[CH:4][CH:3]=1.[C:22](OCC)(=O)[CH2:23][C:24]([O:26][CH2:27][CH3:28])=[O:25]>>[CH2:1]([C:8]1[C:9]2[N:10]([C:22]([CH2:23][C:24]([O:26][CH2:27][CH3:28])=[O:25])=[N:21][N:20]=2)[N:11]=[C:12]([C:14]2[CH:19]=[CH:18][CH:17]=[CH:16][CH:15]=2)[CH:13]=1)[C:2]1[CH:7]=[CH:6][CH:5]=[CH:4][CH:3]=1. Reported procedure: In a manner analogous to that described in Example 1, by the ring condensation of 4-benzyl-3-hydrazino-6-phenyl-pyridazine [Indian J. Chem., 15B, 352 (1977)] with diethyl malonate there is obtained ethyl 8-benzyl-6-phenyl-s-triazolo[4,3-b]pyridazine-3-acetate, MS: 372 (M)+, which is saponified with a base to the above acid, MS: 316 (M-CO)+.